describe an organic reaction: reactants, conditions, products, and yield From a dataset of the Open Reaction Database (ORD), a public repository of structured organic reaction records. Reactants: O=C([O-])[O-], CCC(C)=O, CCCCCCCNC(=O)N(C)c1cccc(-c2ccc(CCC(=O)OC)cc2O)c1, CCCCCI, [K+], [K+]. Product: CCCCCCCNC(=O)N(C)c1cccc(-c2ccc(CCC(=O)OC)cc2OCCCCC)c1. As a reaction SMILES: [C:38](=[O:39])([O-:40])[O-:41].[CH2:44]([C:45]([CH3:46])=[O:47])[CH3:48].[CH2:7]([CH2:8][CH2:9][CH2:10][CH2:11][CH2:12][CH3:13])[NH:14][C:15]([N:16]([CH3:17])[c:18]1[cH:19][c:20](-[c:24]2[c:25]([OH:36])[cH:26][c:27]([CH2:30][CH2:31][C:32](=[O:33])[O:34][CH3:35])[cH:28][cH:29]2)[cH:21][cH:22][cH:23]1)=[O:37].[I:1][CH2:2][CH2:3][CH2:4][CH2:5][CH3:6].[K+:42].[K+:43]>>[CH2:2]([CH2:3][CH2:4][CH2:5][CH3:6])[O:36][c:25]1[c:24](-[c:20]2[cH:19][c:18]([N:16]([C:15]([NH:14][CH2:7][CH2:8][CH2:9][CH2:10][CH2:11][CH2:12][CH3:13])=[O:37])[CH3:17])[cH:23][cH:22][cH:21]2)[cH:29][cH:28][c:27]([CH2:30][CH2:31][C:32](=[O:33])[O:34][CH3:35])[cH:26]1.